From a dataset of the Open Reaction Database (ORD), a public repository of structured organic reaction records. describe an organic reaction: reactants, conditions, products, and yield The reactants are CO, COC(=O)C1CC1C(=O)OC, [K+], [OH-]. Product: COC(=O)C1CC1C(=O)O. RXN SMILES: [CH3:14][OH:15].[CH:1]1([C:8](=[O:9])[O:10][CH3:11])[CH:2]([C:4](=[O:5])[O:6][CH3:7])[CH2:3]1.[K+:13].[OH-:12]>>[CH:1]1([C:8](=[O:9])[OH:10])[CH:2]([C:4](=[O:5])[O:6][CH3:7])[CH2:3]1. The reactants are [OH-].[Na+] (sodium hydroxide), COC=1C=C(C2=CC=CC(=C2C1OCOC)CCC)/C=C(/C(=O)OCC)\C (ethyl (E)-3-(3-methoxy-4-methoxymethoxy-5-propyl-1-naphthyl)-2-methylpropenoate), Cl (hydrochloric acid). Solvent: C(C)O (ethanol). Reaction conditions: temperature 60 celsius, time 30 minute. Product: COC=1C=C(C2=CC=CC(=C2C1OCOC)CCC)/C=C(/C(=O)O)\C ((E)-3-(3-methoxy-4-methoxymethoxy-5-propyl-1-naphthyl)-2-methylpropenoic acid). Isolated yield 93.4%. RXN SMILES: [CH3:1][O:2][C:3]1[CH:4]=[C:5](/[CH:20]=[C:21](\[CH3:27])/[C:22]([O:24]CC)=[O:23])[C:6]2[C:11]([C:12]=1[O:13][CH2:14][O:15][CH3:16])=[C:10]([CH2:17][CH2:18][CH3:19])[CH:9]=[CH:8][CH:7]=2.[OH-].[Na+].Cl>C(O)C>[CH3:1][O:2][C:3]1[CH:4]=[C:5](/[CH:20]=[C:21](\[CH3:27])/[C:22]([OH:24])=[O:23])[C:6]2[C:11]([C:12]=1[O:13][CH2:14][O:15][CH3:16])=[C:10]([CH2:17][CH2:18][CH3:19])[CH:9]=[CH:8][CH:7]=2 |f:1.2|. Procedure: 2.2 g of ethyl (E)-3-(3-methoxy-4-methoxymethoxy-5-propyl-1-naphthyl)-2-methylpropenoate was dissolved in 50 ml of ethanol. A sodium hydroxide aqueous solution (sodium hydroxide 1.4 g/water 50 ml) was added, followed by stirring at 60° C. for 30 minutes. After cooling to room temperature, dilute hydrochloric acid was added to make the reaction mixture acidic, and extracted with ethyl acetate. The organic layer was washed with brine, dried over anhydrous magnesium sulfate and concentrated in vacu... Yield: 60.0%. Procedure: 270 mg (0.82 millimole) of 2,6-Dimethyl-5-cyclopropylmethoxycarbonyl-4-(2-nitrophenyl)-dihydropyrimidine in 4 ml of anhydrous tetrahydrofuran was added to 47 mg (0.98 millimole) of sodium hydride as 50% suspension in oil and stirred at room temperature for 5 minutes. Ethyl chloroformate (120 μl), 1.32 millimole) was added and stirred at room temperature for 30 minutes. The reaction solution was diluted with saturated aqueous NaCl solution and extracted with chloroform. The extract was dried over... Conditions: time 5 minute. Product: CC1=NC(=C(C(N1C(=O)OCC)C1=C(C=CC=C1)[N+](=O)[O-])C(=O)OCC1CC1)C (2,6-Dimethyl-3-ethoxycarbonyl-5-cyclopropylmethoxycarbonyl-4-(2-nitrophenyl)-3,4-dihydropyrimidine). Run in O1CCCC1 (tetrahydrofuran), [Na+].[Cl-] (NaCl). Reactants: CC1NC(=C(C(=N1)C1=C(C=CC=C1)[N+](=O)[O-])C(=O)OCC1CC1)C (2,6-Dimethyl-5-cyclopropylmethoxycarbonyl-4-(2-nitrophenyl)-dihydropyrimidine), [H-].[Na+] (sodium hydride), suspension, ClC(=O)OCC (Ethyl chloroformate). As a reaction SMILES: [CH3:1][CH:2]1[N:7]=[C:6]([C:8]2[CH:13]=[CH:12][CH:11]=[CH:10][C:9]=2[N+:14]([O-:16])=[O:15])[C:5]([C:17]([O:19][CH2:20][CH:21]2[CH2:23][CH2:22]2)=[O:18])=[C:4]([CH3:24])[NH:3]1.[H-].[Na+].Cl[C:28]([O:30][CH2:31][CH3:32])=[O:29]>O1CCCC1.[Na+].[Cl-]>[CH3:1][C:2]1[N:7]([C:28]([O:30][CH2:31][CH3:32])=[O:29])[CH:6]([C:8]2[CH:13]=[CH:12][CH:11]=[CH:10][C:9]=2[N+:14]([O-:16])=[O:15])[C:5]([C:17]([O:19][CH2:20][CH:21]2[CH2:23][CH2:22]2)=[O:18])=[C:4]([CH3:24])[N:3]=1 |f:1.2,5.6|. Product: C(C1=CC=CC=C1)(=O)N1CCC(CC1)CO (1-benzoyl-4-hydroxymethylpiperidine). Starting materials: [BH4-].[Li+] (lithium borohydride), C(C1=CC=CC=C1)(=O)N1CCC(CC1)C(=O)OCC (ethyl 1-benzoylpiperidine-4-carboxylate). Procedure: A solution of lithium borohydride in tetrahydrofuran (2 M, 0.95 mL, 1.9 mmol) was added dropwise to a solution of ethyl 1-benzoylpiperidine-4-carboxylate (1 g, 3.8 mmol) in tetrahydrofuran (10 mL) with stirring under a nitrogen atmosphere. The reaction mixture was stirred for 18 h, poured onto water and extracted three times with ethyl acetate. The combined organic layers were dried over magnesium sulfate, filtered and concentrated in vacuo. Column chromatography (ethylacetate) afforded 1-benzoy... Reaction SMILES: [BH4-].[Li+].[C:3]([N:11]1[CH2:16][CH2:15][CH:14]([C:17](OCC)=[O:18])[CH2:13][CH2:12]1)(=[O:10])[C:4]1[CH:9]=[CH:8][CH:7]=[CH:6][CH:5]=1>O1CCCC1>[C:3]([N:11]1[CH2:16][CH2:15][CH:14]([CH2:17][OH:18])[CH2:13][CH2:12]1)(=[O:10])[C:4]1[CH:5]=[CH:6][CH:7]=[CH:8][CH:9]=1 |f:0.1|. The solvent is O1CCCC1 (tetrahydrofuran), O1CCCC1 (tetrahydrofuran).